From a dataset of the Open Reaction Database (ORD), a public repository of structured organic reaction records. describe an organic reaction: reactants, conditions, products, and yield The reactants are ClCC1=NN(C2=CC(=C(C=C12)OC)OC)CC=1N=CN(C1)C(C1=CC=CC=C1)(C1=CC=CC=C1)C1=CC=CC=C1 (3-chloromethyl-5,6-dimethoxy-1-(1-trityl-4-imidazolyl)methyl-1H-indazole), [C-]#N.[K+] (potassium cyanide), O (water). The solvent is CS(=O)C (dimethyl sulfoxide). Yields the product COC=1C=C2C(=NN(C2=CC1OC)CC=1N=CN(C1)C(C1=CC=CC=C1)(C1=CC=CC=C1)C1=CC=CC=C1)CC#N (5,6-Dimethoxy-1-(1-trityl-4-imidazolyl)methyl-1H-indazole-3-acetonitrile). The yield is 67.0%. As a reaction SMILES: Cl[CH2:2][C:3]1[C:11]2[C:6](=[CH:7][C:8]([O:14][CH3:15])=[C:9]([O:12][CH3:13])[CH:10]=2)[N:5]([CH2:16][C:17]2[N:18]=[CH:19][N:20]([C:22]([C:35]3[CH:40]=[CH:39][CH:38]=[CH:37][CH:36]=3)([C:29]3[CH:34]=[CH:33][CH:32]=[CH:31][CH:30]=3)[C:23]3[CH:28]=[CH:27][CH:26]=[CH:25][CH:24]=3)[CH:21]=2)[N:4]=1.[C-:41]#[N:42].[K+].O>CS(C)=O>[CH3:13][O:12][C:9]1[CH:10]=[C:11]2[C:6](=[CH:7][C:8]=1[O:14][CH3:15])[N:5]([CH2:16][C:17]1[N:18]=[CH:19][N:20]([C:22]([C:35]3[CH:40]=[CH:39][CH:38]=[CH:37][CH:36]=3)([C:29]3[CH:30]=[CH:31][CH:32]=[CH:33][CH:34]=3)[C:23]3[CH:24]=[CH:25][CH:26]=[CH:27][CH:28]=3)[CH:21]=1)[N:4]=[C:3]2[CH2:2][C:41]#[N:42] |f:1.2|. Procedure details: In 1200 ml of dimethyl sulfoxide was suspended 165.0 g of 3-chloromethyl-5,6-dimethoxy-1-(1-trityl-4-imidazolyl)methyl-1H-indazole, followed by stirring at room temperature. To the suspension was added 43.6 g of potassium cyanide, having been ground to powder in a mortar, and the mixture was stirred at 70° C. for 1 hour. The reaction mixture was cooled to room temperature and poured into 15000 ml of water with vigorous stirring, followed by stirring for 1 hour. A precipitated solid was collected...